From a dataset of the Open Reaction Database (ORD), a public repository of structured organic reaction records. describe an organic reaction: reactants, conditions, products, and yield The reactants are ClC1=NC=C(C2=C1N=C(S2)C)I (4-chloro-7-iodo-2-methyl-thiazolo[4,5-c]pyridine), CS(=O)(=O)C=1C=C(C=CC1)B(O)O ((3-methylsulfonylphenyl)boronic acid), NC=1SC=C(N1)C (2-amino-4-methylthiazole). Product: CS(=O)(=O)C=1C=C(C=CC1)C=1C2=C(C(=NC1)NC=1SC=C(N1)C)N=C(S2)C ([7-(3-Methanesulfonyl-phenyl)-2-methyl-thiazolo[4,5-c]pyridin-4-yl]-(4-methyl-thiazol-2-yl)-amine). RXN SMILES: Cl[C:2]1[C:7]2[N:8]=[C:9]([CH3:11])[S:10][C:6]=2[C:5](I)=[CH:4][N:3]=1.[CH3:13][S:14]([C:17]1[CH:18]=[C:19](B(O)O)[CH:20]=[CH:21][CH:22]=1)(=[O:16])=[O:15].[NH2:26][C:27]1[S:28][CH:29]=[C:30]([CH3:32])[N:31]=1>>[CH3:13][S:14]([C:17]1[CH:18]=[C:19]([C:5]2[C:6]3[S:10][C:9]([CH3:11])=[N:8][C:7]=3[C:2]([NH:26][C:27]3[S:28][CH:29]=[C:30]([CH3:32])[N:31]=3)=[N:3][CH:4]=2)[CH:20]=[CH:21][CH:22]=1)(=[O:16])=[O:15]. Procedure details: The title compound, MS: m/e=417.2 (M+H+), was prepared in accordance with the general method of example 2, step 1 and step 2 from 4-chloro-7-iodo-2-methyl-thiazolo[4,5-c]pyridine (Example B), (3-methylsulfonylphenyl)boronic acid and 2-amino-4-methylthiazole. The reactants are C(#N)[BH3-].[Na+] (sodium cyanoborohydride), FC1(CCNCC1)CCOC1=C(C=C(C=C1)C1=CC2=C(C(=N1)C#N)N=CN2C)C(F)(F)F (6-(4-(2-(4-fluoropiperidin-4-yl)ethoxy)-3-(trifluoromethyl)phenyl)-1-methyl-1H-imidazo[4,5-c]pyridine-4-carbonitrile), C=O (formaldehyde), C([O-])(O)=O.[Na+] (sodium bicarbonate). Solvent: C(C)#N.C1CCOC1 (acetonitrile THF), C(C)(=O)O (acetic acid). Run at time 2 hour. The product is FC1(CCN(CC1)C)CCOC1=C(C=C(C=C1)C1=CC2=C(C(=N1)C#N)N=CN2C)C(F)(F)F (6-(4-(2-(4-fluoro-1-methyl-piperidin-4-yl)ethoxy)-3-(trifluoromethyl)phenyl)-1-methyl-1H-imidazo[4,5-c]pyridine-4-carbonitrile), C(=O)(C(F)(F)F)O (TFA). Reaction SMILES: [F:1][C:2]1([CH2:8][CH2:9][O:10][C:11]2[CH:16]=[CH:15][C:14]([C:17]3[N:22]=[C:21]([C:23]#[N:24])[C:20]4[N:25]=[CH:26][N:27]([CH3:28])[C:19]=4[CH:18]=3)=[CH:13][C:12]=2[C:29]([F:32])([F:31])[F:30])[CH2:7][CH2:6][NH:5][CH2:4][CH2:3]1.C=O.[C:35]([BH3-])#N.[Na+].[C:39](=[O:42])(O)[O-:40].[Na+]>C(#N)C.C1COCC1.C(O)(=O)C>[F:1][C:2]1([CH2:8][CH2:9][O:10][C:11]2[CH:16]=[CH:15][C:14]([C:17]3[N:22]=[C:21]([C:23]#[N:24])[C:20]4[N:25]=[CH:26][N:27]([CH3:28])[C:19]=4[CH:18]=3)=[CH:13][C:12]=2[C:29]([F:30])([F:31])[F:32])[CH2:7][CH2:6][N:5]([CH3:35])[CH2:4][CH2:3]1.[C:39]([OH:40])([C:29]([F:32])([F:31])[F:30])=[O:42] |f:2.3,4.5,6.7|. Procedure: To 6-(4-(2-(4-fluoropiperidin-4-yl)ethoxy)-3-(trifluoromethyl)phenyl)-1-methyl-1H-imidazo[4,5-c]pyridine-4-carbonitrile (TFA salt, 100 mg) in acetonitrile/THF (2 ml, 1:1) was added formaldehyde (37%, 140 ul), acetic acid (0.3 ml), followed by sodium cyanoborohydride (100 mg). The mixture was stirred at room temperature for 2 hours, and then poured to aqueous sodium bicarbonate (10 ml). The mixture was then extracted with ethyl acetate (20 ml+10 ml×4). Combined organic layer was then dried over s... The reactants are N(=O)[O-].[Na+] (sodium nitrite), ClC1=CC(=C(N)C=C1O)F (4-Chloro-2-fluoro-5-hydroxyaniline), Cl (hydrochloric acid), resultant mixture, NC(=O)N (urea). Run in O (water). Reaction conditions: temperature -30 celsius, time 3 hour. Product: ClC1=CC(=C(C=C1O)NN)F (4-chloro-2-fluoro-5-hydroxyphenylhydrazine). Isolated yield 23.6%. Reaction SMILES: [Cl:1][C:2]1[C:8]([OH:9])=[CH:7][C:5]([NH2:6])=[C:4]([F:10])[CH:3]=1.Cl.[N:12]([O-])=O.[Na+].NC(N)=O>O>[Cl:1][C:2]1[C:8]([OH:9])=[CH:7][C:5]([NH:6][NH2:12])=[C:4]([F:10])[CH:3]=1 |f:2.3|. Procedure details: 4-Chloro-2-fluoro-5-hydroxyaniline (32.5 g) was added to conc. hydrochloric acid (300 ml), and a solution of sodium nitrite (15.2 g) in water (20 ml) was added thereto at 0° to -5° C. The resultant mixture was stirred at 0 to 5° C. for 30 minutes, and urea was added thereto to remove excessive nitrite ion, followed by cooling to -30° C. A solution of stannous chloride (92 g) in hydrochloric acid (160 ml) was added thereto, and the mixture was stirred at 0° to -10° C. for 3 hours. The reaction mi... Reactants: CC(C)(N)CCCc1ccccc1, CCO, CCOC(=O)CCc1cc(F)c(F)c(C2CO2)c1. Product: CCOC(=O)CCc1cc(F)c(F)c(C(O)CNC(C)(C)CCCc2ccccc2)c1. RXN SMILES: [CH3:19][C:20]([CH2:21][CH2:22][CH2:23][c:24]1[cH:25][cH:26][cH:27][cH:28][cH:29]1)([CH3:30])[NH2:31].[CH3:32][CH2:33][OH:34].[F:1][c:2]1[cH:3][c:4]([CH2:12][CH2:13][C:14](=[O:15])[O:16][CH2:17][CH3:18])[cH:5][c:6]([CH:9]2[O:10][CH2:11]2)[c:7]1[F:8]>>[F:1][c:2]1[cH:3][c:4]([CH2:12][CH2:13][C:14](=[O:15])[O:16][CH2:17][CH3:18])[cH:5][c:6]([CH:9]([OH:10])[CH2:11][NH:31][C:20]([CH3:19])([CH2:21][CH2:22][CH2:23][c:24]2[cH:25][cH:26][cH:27][cH:28][cH:29]2)[CH3:30])[c:7]1[F:8]. The reactants are CO, CN(C)C=O, [K+], Nc1nc(Cl)c(C(F)(F)F)cc1Cl, [OH-]. The product is COc1nc(N)c(Cl)cc1C(F)(F)F. RXN SMILES: [CH3:16][OH:17].[CH3:18][N:19]([CH3:20])[CH:21]=[O:22].[K+:15].[NH2:1][c:2]1[n:3][c:4]([Cl:13])[c:5]([C:9]([F:10])([F:11])[F:12])[cH:6][c:7]1[Cl:8].[OH-:14]>>[NH2:1][c:2]1[n:3][c:4]([O:14][CH3:16])[c:5]([C:9]([F:10])([F:11])[F:12])[cH:6][c:7]1[Cl:8]. Starting materials: O=C(c1ccccc1)c1ccc(NC(=O)C2CC(c3cccnc3)=NO2)cc1, C1CCOC1, O. The product is CC(O)(c1ccccc1)c1ccc(NC(=O)C2CC(c3cccnc3)=NO2)cc1. RXN SMILES: [C:1]([c:2]1[cH:3][cH:4][cH:5][cH:6][cH:7]1)(=[O:8])[c:9]1[cH:10][cH:11][c:12]([NH:15][C:16](=[O:17])[CH:18]2[CH2:19][C:20]([c:23]3[cH:24][n:25][cH:26][cH:27][cH:28]3)=[N:21][O:22]2)[cH:13][cH:14]1.[CH2:30]1[O:31][CH2:32][CH2:33][CH2:34]1.[OH2:29]>>[C:1]([c:2]1[cH:3][cH:4][cH:5][cH:6][cH:7]1)([OH:8])([c:9]1[cH:10][cH:11][c:12]([NH:15][C:16](=[O:17])[CH:18]2[CH2:19][C:20]([c:23]3[cH:24][n:25][cH:26][cH:27][cH:28]3)=[N:21][O:22]2)[cH:13][cH:14]1)[CH3:30]. The reactants are O=C([O-])[O-], CCCCCCNC(=O)n1c(=O)[nH]c2ncccc21, [Cs+], [Cs+], CI, CN(C)C=O. Yields the product CCCCCCNC(=O)n1c(=O)n(C)c2ncccc21. As a reaction SMILES: [C:22](=[O:23])([O-:24])[O-:25].[CH2:1]([CH2:2][CH2:3][CH2:4][CH2:5][CH3:6])[NH:7][C:8](=[O:9])[n:10]1[c:11](=[O:19])[nH:12][c:13]2[n:14][cH:15][cH:16][cH:17][c:18]12.[Cs+:26].[Cs+:27].[I:20][CH3:21].[O:28]=[CH:29][N:30]([CH3:31])[CH3:32]>>[CH2:1]([CH2:2][CH2:3][CH2:4][CH2:5][CH3:6])[NH:7][C:8](=[O:9])[n:10]1[c:11](=[O:19])[n:12]([CH3:22])[c:13]2[n:14][cH:15][cH:16][cH:17][c:18]12. Reactants: CN(CCCCl)C (3-dimethylaminopropyl chloride), [Na] (sodium), C(C)OC(=O)C1=C(NC(=C(C1C1=CC(=C(C=C1)O)OC)C(=O)OCC)C)C (2,6-dimethyl-4-(3-methoxy-4-hydroxyphenyl)-1,4-dihydropyridine-3,5-dicarboxylic acid diethyl ester). Run in C(C)O (ethanol), C(C)O (ethanol). Yields the product C(C)OC(=O)C1=C(NC(=C(C1C1=CC(=C(C=C1)OCCCN(C)C)OC)C(=O)OCC)C)C (2,6-Dimethyl-4-[3-methoxy-4-(3-dimethylaminopropoxy)phenyl]-1,4-dihydropyridine-3,5-dicarboxylic acid diethyl ester). Reaction SMILES: [Na].[CH2:2]([O:4][C:5]([C:7]1[CH:12]([C:13]2[CH:18]=[CH:17][C:16]([OH:19])=[C:15]([O:20][CH3:21])[CH:14]=2)[C:11]([C:22]([O:24][CH2:25][CH3:26])=[O:23])=[C:10]([CH3:27])[NH:9][C:8]=1[CH3:28])=[O:6])[CH3:3].[CH3:29][N:30]([CH3:35])[CH2:31][CH2:32][CH2:33]Cl>C(O)C>[CH2:2]([O:4][C:5]([C:7]1[CH:12]([C:13]2[CH:18]=[CH:17][C:16]([O:19][CH2:33][CH2:32][CH2:31][N:30]([CH3:35])[CH3:29])=[C:15]([O:20][CH3:21])[CH:14]=2)[C:11]([C:22]([O:24][CH2:25][CH3:26])=[O:23])=[C:10]([CH3:27])[NH:9][C:8]=1[CH3:28])=[O:6])[CH3:3] |^1:0|. Reported procedure: A solution of 2.3 g of sodium in 100 ml of ethanol is added to a warm solution of 37.5 g of 2,6-dimethyl-4-(3-methoxy-4-hydroxyphenyl)-1,4-dihydropyridine-3,5-dicarboxylic acid diethyl ester (melting point 172°C) in 300 ml of ethanol. The mixture is heated at reflux and 15 g of 3-dimethylaminopropyl chloride are added dropwise. After refluxing for several hours, the mixture is filtered hot, the residue being washed with alcohol, and the filtrate is evaporated in vacuo to yield yellow crystals of... Reactants: CCCCCC (hexane), C(CCC)[Li] (n-butyl lithium), CCOCC (ether), [Si](C)(C)(C(C)(C)C)OCC1=CC=C(C2=C(C=CC=C12)C)OCOC (1-(t-butyldimethylsilyl)oxymethyl-4-methoxymethoxy-5-methylnaphthalene). Solvent: CN(C=O)C (N,N-dimethylformamide). Conditions: time 1 hour. Yields the product [Si](C)(C)(C(C)(C)C)OCC1=CC(=C(C2=C(C=CC=C12)C)OCOC)C=O (1-(t-butyldimethylsilyl)oxymethyl-4-methoxymethoxy-5-methyl-3-naphthalenecarbaldehyde). As a reaction SMILES: CCCCCC.C([Li])CCC.C[CH2:13][O:14]CC.[Si:17]([O:24][CH2:25][C:26]1[C:35]2[C:30](=[C:31]([CH3:36])[CH:32]=[CH:33][CH:34]=2)[C:29]([O:37][CH2:38][O:39][CH3:40])=[CH:28][CH:27]=1)([C:20]([CH3:23])([CH3:22])[CH3:21])([CH3:19])[CH3:18]>CN(C)C=O>[Si:17]([O:24][CH2:25][C:26]1[C:35]2[C:30](=[C:31]([CH3:36])[CH:32]=[CH:33][CH:34]=2)[C:29]([O:37][CH2:38][O:39][CH3:40])=[C:28]([CH:13]=[O:14])[CH:27]=1)([C:20]([CH3:23])([CH3:22])[CH3:21])([CH3:18])[CH3:19]. Procedure details: 52 ml of a hexane solution of 1.6M n-butyl lithium was dropped in an absolute ether (110 ml) solution of 19 g of 1-(t-butyldimethylsilyl)oxymethyl-4-methoxymethoxy-5-methylnaphthalene and agitated for 1 hour. After ice cooling, 8.5 ml of N,N-dimethylformamide was dropped in the reaction solution and the ice bath was removed, followed by agitation for 1 hour until room temperature was reached. Iced water was added to the reaction solution, followed by extraction with ethyl acetate. The resultant ... Reactants: P (phosphine), Hastelloy, C(Cl)Cl (methylene chloride), ClC(C(=O)OC)C(CCCCCCCCCCCCCCC)=O (methyl 2-chloro-3-oxooctadecanoate), ClC(C(=O)OC)C(CC)=O (Methyl 2-Chloro-3-oxopentanoate). The reagents and catalysts are [Ru] (ruthenium). Run in CO (methanol). Yields the product ClC(C(=O)OC)[C@@H](CCCCCCCCCCCCCCC)O (Methyl (3R)-2-Chloro-3-hydroxyoctadecanoate). Yield: 95.3%. Reaction SMILES: [Cl:1][CH:2]([C:7](=[O:23])[CH2:8][CH2:9][CH2:10][CH2:11][CH2:12][CH2:13][CH2:14][CH2:15][CH2:16][CH2:17][CH2:18][CH2:19][CH2:20][CH2:21][CH3:22])[C:3]([O:5][CH3:6])=[O:4].ClC(C(=O)CC)C(OC)=O.C(Cl)Cl.P>[Ru].CO>[Cl:1][CH:2]([C@H:7]([OH:23])[CH2:8][CH2:9][CH2:10][CH2:11][CH2:12][CH2:13][CH2:14][CH2:15][CH2:16][CH2:17][CH2:18][CH2:19][CH2:20][CH2:21][CH3:22])[C:3]([O:5][CH3:6])=[O:4]. Procedure: In a 500 ml Hastelloy-made autoclave having been purged with nitrogen were put 100 g (0.2886 mol) of the methyl 2-chloro-3-oxooctadecanoate (VII) prepared in (1) above, 2 ml of a methylene chloride solution of 260 mg (0.144 mol) of a ruthenium-optically active phosphine complex Ru2Cl4 [(+)-Tol-BINAP]2NEt3, and 300 ml of methanol, and the mixture was allowed to react at 50° C. under a hydrogen pressure of 30 atm for 18 hours. Methanol was removed by evaporation to give 95.8 g (0.275 mol; yield: 9...